describe an organic reaction: reactants, conditions, products, and yield From a dataset of the Open Reaction Database (ORD), a public repository of structured organic reaction records. Reactants: C(C)(C)(C)OC(=O)NC(CC(=O)O)(C)C (3-t-butoxycarbonylamino-3-methylbutanoic acid), NC1C(NC2=C(CC1)C=CC(=C2)Cl)=O (3-Amino-8-chloro-2,3,4,5-tetrahydro-1H-1-benzazepin-2-one), C20H28C1N3O4. Product: C(C)(C)(C)OC(=O)NC(CC(=O)NC1C(NC2=C(CC1)C=CC(=C2)Cl)=O)(C)C (3-t-Butoxycarbonylamino-3-methyl-N-[8-chloro-2,3,4,5-tetrahydro-2-oxo-1H-1-benzazepin-3-yl]-butanamide). As a reaction SMILES: [C:1]([O:5][C:6]([NH:8][C:9]([CH3:15])([CH3:14])[CH2:10][C:11]([OH:13])=O)=[O:7])([CH3:4])([CH3:3])[CH3:2].[NH2:16][CH:17]1[CH2:23][CH2:22][C:21]2[CH:24]=[CH:25][C:26]([Cl:28])=[CH:27][C:20]=2[NH:19][C:18]1=[O:29]>>[C:1]([O:5][C:6]([NH:8][C:9]([CH3:15])([CH3:14])[CH2:10][C:11]([NH:16][CH:17]1[CH2:23][CH2:22][C:21]2[CH:24]=[CH:25][C:26]([Cl:28])=[CH:27][C:20]=2[NH:19][C:18]1=[O:29])=[O:13])=[O:7])([CH3:2])([CH3:3])[CH3:4]. Reported procedure: Prepared from 3-t-butoxycarbonylamino-3-methylbutanoic acid (Example 31, Step E) and the amine obtained in Step F by the procedure described in Example 1, Step F. 1H NMR (300MHz, CDCl3): 1.35 (s,6H), 1.42 (s,9H), 1.95 (m,1H), 2.4-2.8 (m,5H), 4.51 (m,1H), 5.22 (br s,1H), 6.73 (d,7Hz,1H), 7.02 (s,1H), 7.14 (br s,2H), 8.21 (br s,1H). FAB-MS: calculated for C20H28C1N3O4 409; found 410 (M+H,55%). The reactants are CC(=O)Oc1cccc(C(=O)O)c1, Cl, CC(C)C(N)C(=O)N1CCC(c2ccc(Cl)cc2)CC1. Yields the product CC(=O)Oc1cccc(C(=O)NC(C(=O)N2CCC(c3ccc(Cl)cc3)CC2)C(C)C)c1. As a reaction SMILES: [C:22]([CH3:23])(=[O:24])[O:25][c:26]1[cH:27][c:28]([C:29](=[O:30])[OH:31])[cH:32][cH:33][cH:34]1.[ClH:1].[NH2:2][CH:3]([C:4](=[O:5])[N:6]1[CH2:7][CH2:8][CH:9]([c:12]2[cH:13][cH:14][c:15]([Cl:18])[cH:16][cH:17]2)[CH2:10][CH2:11]1)[CH:19]([CH3:20])[CH3:21]>>[NH:2]([CH:3]([C:4](=[O:5])[N:6]1[CH2:7][CH2:8][CH:9]([c:12]2[cH:13][cH:14][c:15]([Cl:18])[cH:16][cH:17]2)[CH2:10][CH2:11]1)[CH:19]([CH3:20])[CH3:21])[C:29]([c:28]1[cH:27][c:26]([O:25][C:22]([CH3:23])=[O:24])[cH:34][cH:33][cH:32]1)=[O:30]. Reactants: O.NN (Hydrazine monohydrate), CN(/C=C/C(=O)C1=CC=C(C=C1)C=1N=C2N(C=C(C=C2)I)C1)C ((E)-3-(dimethylamino)-1-[4-(6-iodoimidazo[1,2-a]pyridin-2-yl)phenyl]-2-propen-1-one). Solvent: C(C)O (ethanol). Product: IC=1C=CC=2N(C1)C=C(N2)C2=CC=C(C=C2)C2=NNC=C2 (6-Iodo-2-[4-(1H-3-pyrazolyl)phenyl]imidazo[1,2-a]pyridine). Reaction SMILES: O.[NH2:2]N.C[N:5](C)/[CH:6]=[CH:7]/[C:8]([C:10]1[CH:15]=[CH:14][C:13]([C:16]2[N:17]=[C:18]3[CH:23]=[CH:22][C:21]([I:24])=[CH:20][N:19]3[CH:25]=2)=[CH:12][CH:11]=1)=O>C(O)C>[I:24][C:21]1[CH:22]=[CH:23][C:18]2[N:19]([CH:25]=[C:16]([C:13]3[CH:14]=[CH:15][C:10]([C:8]4[CH:7]=[CH:6][NH:5][N:2]=4)=[CH:11][CH:12]=3)[N:17]=2)[CH:20]=1 |f:0.1|. Reported procedure: Hydrazine monohydrate (100 μL) was added to a solution (30 mL) of (E)-3-(dimethylamino)-1-[4-(6-iodoimidazo[1,2-a]pyridin-2-yl)phenyl]-2-propen-1-one (344 mg) in ethanol, and the mixture was refluxed for 3 hours. The reaction mixture was left to cool, and the precipitated matter was recovered through filtration and dried, to thereby yield the title compound (290 mg). Starting materials: O1C2=C(C=CC=3C[C@@H]4[C@@]5(CCC([C@H]1[C@@]5(C23)CCN4CCC4=CC=CC=C4)=O)OC)O (4,5α-epoxy-3-hydroxy-14β-methoxy-17-(2-phenylethyl)morphinan-6-one), CI (methyl iodide). The solvent is O (water). Yields the product [I-].O1C2=C(C=CC=3C[C@@H]4[C@@]5(CCC([C@H]1[C@@]5(C23)CC[N@+]4(CCC4=CC=CC=C4)C)=O)OC)O (17(R)-4,5α-epoxy-3-hydroxy-14β-methoxy-17-methyl-6-oxo-17-(2-phenylethyl)morphinanium-iodide). RXN SMILES: [O:1]1[C@@H:13]2[C@@:14]34[CH2:16][CH2:17][N:18]([CH2:19][CH2:20][C:21]5[CH:26]=[CH:25][CH:24]=[CH:23][CH:22]=5)[C@@H:8]([C@:9]3([O:28][CH3:29])[CH2:10][CH2:11][C:12]2=[O:27])[CH2:7][C:6]2=[C:15]4[C:2]1=[C:3]([OH:30])[CH:4]=[CH:5]2.[CH3:31][I:32]>O>[I-:32].[O:1]1[C@@H:13]2[C@@:14]34[CH2:16][CH2:17][N@@+:18]([CH3:31])([CH2:19][CH2:20][C:21]5[CH:22]=[CH:23][CH:24]=[CH:25][CH:26]=5)[C@@H:8]([C@:9]3([O:28][CH3:29])[CH2:10][CH2:11][C:12]2=[O:27])[CH2:7][C:6]2=[C:15]4[C:2]1=[C:3]([OH:30])[CH:4]=[CH:5]2 |f:3.4|. Procedure: A solution of 4,5α-epoxy-3-hydroxy-14β-methoxy-17-(2-phenylethyl)morphinan-6-one (0.32 g, 0.7 mmol) and methyl iodide (0.56 g, 3.92 mmol) in 6 ml of water-free acetonitrile was stirred under N2 40° C. (bath temperature) for 2 days and then evaporated down. The residue (0.32 g of brown oil) was purified using column chromatography (silica gel; CH2Cl2/MeOH 250:2). Yield: 0.07 g (16%) of colourless crystals of the compound 52. Fp. 180-181° C.; MS (CI): 420 (M++1); IR (KBr): 1727 (C═O) cm−1; 1H-NMR ... Starting materials: OCC=1C(C2=C(OC1)C1=C(SC2)C=CC=C1)=O (3-hydroxymethyl-4H,5H-[1]benzothiopyrano[4,3-b]-pyran-4-one), 6-chloro-3-hydroxymethyl-4H,5H-[1]benzopyrano[4,3-b]pyran-4-one, C(CCC)OC1=CC2=C(C=C1)C=1OC=C(C(C1CS2)=O)CO (8-butoxy-3-hydroxymethyl-4H,5H-[1]benzothiopyrano[4,3-b]pyran-4-one), CC1SC2=C(C=CC=C2)C=2OC=C(C(C21)=O)CO (5-methyl-3-hydroxymethyl-4H,5H-[1]benzothiopyrano[4,3-b]pyran-4-one), C(CC)C1OC2=C(C=CC(=C2)C(F)(F)F)C=2OC=C(C(C21)=O)CO (5-propyl-8-trifluoromethyl-3-hydroxymethyl-4H,5H-[1]benzopyrano[4,3-b]pyran-4-one), C(CCC)C1OC2=C(C=C(C=C2)CCCCCC)C=2OC=C(C(C21)=O)CO (5-butyl-9-hexyl-3-hydroxymethyl-4H,5H-[1]benzopyrano[4,3-b]pyran-4-one), 7-bromo-5-(1-methylethyl)-3-hydroxymethyl-4H,5H-[]benzothiopyrano[4,3-b]pyran-4-one, 10-ethoxy-5-methyl-3-hydroxymethyl-4H,5H-[ 1]benzothiopyrano[4,3b]pyran-4-one-1,1-dioxide, CC(CC)C=1C=CC2=C(C1)C=1OC=C(C(C1CS2)=O)CO (9-(1-methylpropyl)-3-hydroxymethyl-4H,5H-[1]benzothiopyrano[4,3-b]pyran-4-one), C(CCC)C=1C=CC2=C(C1)C=1OC=C(C(C1CS2)=O)CO (9-butyl-3-hydroxymethyl-4H,5H-[1]benzothiopyrano[4,3-b]pyran-4-one), 5-ethyl-17-methyl-3-hydroxymethyl-4H,5H-[1]-benzopyrao[4,3-b]pyran-4-one. Product: OCC=1C(C2=C(OC1)C1=C(OC2)C=CC=C1)=O (3-Hydroxymethyl-4H,5H-[1]benzopyrano[4,3-b]pyran-4-one). Reaction SMILES: [OH:1][CH2:2][C:3]1[C:4](=[O:17])[C:5]2[CH2:12]S[C:10]3[CH:13]=[CH:14][CH:15]=[CH:16][C:9]=3[C:6]=2[O:7][CH:8]=1.CC(C1C=CC2SCC3C(=O)C(CO)=C[O:29]C=3C=2C=1)CC.C(C1C=CC2SCC3C(=O)C(CO)=COC=3C=2C=1)CCC.CC1C2C(=O)C(CO)=COC=2C2C=CC=CC=2S1.C(C1C2C(=O)C(CO)=COC=2C2C=CC(C(F)(F)F)=CC=2O1)CC.C(OC1C=CC2C3OC=C(CO)C(=O)C=3CSC=2C=1)CCC.C(C1C2C(=O)C(CO)=COC=2C2C=C(CCCCCC)C=CC=2O1)CCC>>[OH:1][CH2:2][C:3]1[C:4](=[O:17])[C:5]2[CH2:12][O:29][C:10]3[CH:13]=[CH:14][CH:15]=[CH:16][C:9]=3[C:6]=2[O:7][CH:8]=1. Procedure: In the same manner but replacing 4-oxo-4H,5H-[1]benzopyrano[4,3-b]pyran-3-carboxaldehyde with an equivalent amount of another compound of formula VI described in Example 2, the following compounds of formula VII are obtained respectively: 3-hydroxymethyl-4H,5H-[1]benzothiopyrano[4,3-b]-pyran-4-one, mp 147°-149° C., 9-(1-methylpropyl)-3-hydroxymethyl-4H,5H-[1]benzothiopyrano[4,3-b]pyran-4-one, mp 82°-84° C., 9-butyl-3-hydroxymethyl-4H,5H-[1]benzothiopyrano[4,3-b]pyran-4-one, mp 89°-91° C., 5-meth...